Dataset: the Open Reaction Database (ORD), a public repository of structured organic reaction records. Task: describe an organic reaction: reactants, conditions, products, and yield The reactants are NC1=NC=C(C=C1)OC(C(F)F)(F)F (2-amino-5-(1,1,2,2-tetrafluoroethoxy)pyridine), S(O)(O)(=O)=O (sulfuric acid), N(=O)[O-].[Na+] (sodium nitrite). Run in O (water), O (water). Conditions: time 3 hour. The product is FC(C(F)F)(OC=1C=CC(=NC1)O)F (5-(1,1,2,2-tetrafluoroethoxy)-2-hydroxypyridine). As a reaction SMILES: N([O-])=O.[Na+].N[C:6]1[CH:11]=[CH:10][C:9]([O:12][C:13]([F:18])([F:17])[CH:14]([F:16])[F:15])=[CH:8][N:7]=1.S(=O)(=O)(O)[OH:20]>O>[F:17][C:13]([F:18])([O:12][C:9]1[CH:10]=[CH:11][C:6]([OH:20])=[N:7][CH:8]=1)[CH:14]([F:16])[F:15] |f:0.1|. Reported procedure: A solution of 10.3 g (149 mmol) of sodium nitrite in 16.5 ml of water was added dropwise with stirring to a solution of 23 g (109 mmol) of 2-amino-5-(1,1,2,2-tetrafluoroethoxy)pyridine in 103 ml of water and 21.9 g of concentrated sulfuric acid at 0° C. The mixture was stirred for 3 hours at 20°-25° C., and the colorless solid was filtered off under suction and washed with water until free of acid. Yield: 47.2%. The product is OB1OC(C2=C1C=C(C=C2C)OC=2N=NC=CC2)CC(=O)O ([1-hydroxy-4-methyl-6-(pyridazin-3-yloxy)-1,3-dihydro-benzo[c][1,2]oxaborol-3-yl]-acetic acid). Reactants: Cl (HCl), C(C)OC(CC1C2=C(B(O1)O)C=C(C=C2C)OC=2N=NC=CC2)=O ([1-hydroxy-4-methyl-6-(pyridazin-3-yloxy)-1,3-dihydro-benzo[c][1,2]oxaborol-3-yl]-acetic acid ethyl ester), [Li+].[OH-] (LiOH). Procedure: To a solution of [1-hydroxy-4-methyl-6-(pyridazin-3-yloxy)-1,3-dihydro-benzo[c][1,2]oxaborol-3-yl]-acetic acid ethyl ester (0.35 g, 1.06 mmol) in THF:H2O (1:1, 6 mL) at 0° C. was added a solution of LiOH (0.076 g, 3.2 mmol) in water (1 mL). The solution was allowed to warm to room temperature over 3 hours then acidified to pH 2 with 1N HCl and extracted with EtOAc (2×10 mL). The organic extracts were washed with water (10 mL), dried and concentrated in vacuo. The residue was purified by silica g... Reaction SMILES: C([O:3][C:4](=[O:24])[CH2:5][CH:6]1[O:10][B:9]([OH:11])[C:8]2[CH:12]=[C:13]([O:17][C:18]3[N:19]=[N:20][CH:21]=[CH:22][CH:23]=3)[CH:14]=[C:15]([CH3:16])[C:7]1=2)C.[Li+].[OH-].Cl>C1COCC1.O.O>[OH:11][B:9]1[C:8]2[CH:12]=[C:13]([O:17][C:18]3[N:19]=[N:20][CH:21]=[CH:22][CH:23]=3)[CH:14]=[C:15]([CH3:16])[C:7]=2[CH:6]([CH2:5][C:4]([OH:24])=[O:3])[O:10]1 |f:1.2,4.5|. Run in C1CCOC1.O (THF H2O), O (water). The reactants are CCOC=C(C#N)C(=O)OCC, Cc1ccccc1, COc1ccc(N)cc1OC. Yields the product CCOC(=O)C(C#N)=CNc1ccc(OC)c(OC)c1. Reaction SMILES: [CH2:12]([O:13][CH:15]=[C:16]([C:17](=[O:18])[O:19][CH2:20][CH3:21])[C:22]#[N:23])[CH3:14].[CH3:24][c:25]1[cH:26][cH:27][cH:28][cH:29][cH:30]1.[NH2:1][c:2]1[cH:3][c:4]([O:10][CH3:11])[c:5]([O:8][CH3:9])[cH:6][cH:7]1>>[NH:1]([c:2]1[cH:3][c:4]([O:10][CH3:11])[c:5]([O:8][CH3:9])[cH:6][cH:7]1)[CH:15]=[C:16]([C:17](=[O:18])[O:19][CH2:20][CH3:21])[C:22]#[N:23]. Starting materials: Cl, NO, [Na+], [Na+], O=C([O-])[O-], N#Cc1ncn2c1C1CCN1C(=O)c1ccccc1-2, O. The product is NC(=NO)c1ncn2c1C1CCN1C(=O)c1ccccc1-2. Reaction SMILES: [ClH:26].[NH2:27][OH:28].[Na+:20].[Na+:21].[O-:22][C:23](=[O:24])[O-:25].[O:1]=[C:2]1[N:3]2[CH:4]([c:5]3[n:6]([cH:13][n:14][c:15]3[C:16]#[N:17])-[c:7]3[c:8]1[cH:9][cH:10][cH:11][cH:12]3)[CH2:18][CH2:19]2.[OH2:29]>>[O:1]=[C:2]1[N:3]2[CH:4]([c:5]3[n:6]([cH:13][n:14][c:15]3[C:16]([NH2:17])=[N:27][OH:28])-[c:7]3[c:8]1[cH:9][cH:10][cH:11][cH:12]3)[CH2:18][CH2:19]2. The reactants are COC1=C(CN2C([C@H]([C@H]2CC#C)N(C(OCC2=CC=CC=C2)=O)CC2=CC=C(C=C2)OC)=O)C=CC(=C1)OC (benzyl ((3S,4R)-1-(2,4-dimethoxybenzyl)-2-oxo-4-(prop-2-yn-1-yl)azetidin-3-yl)(4-methoxybenzyl)carbamate), C(C)(C)(C)O (tert-butanol), O=C1C(O)=C([O-])[C@H](O1)[C@@H](O)CO.[Na+] (sodium L-ascorbate), C(=O)(OC(C)(C)C)NCCN=[N+]=[N-] (N-Boc-2-azidoethylamine), O=C1C(O)=C([O-])[C@H](O1)[C@@H](O)CO.[Na+] (sodium L-ascorbate), C(=O)(OC(C)(C)C)NCCN=[N+]=[N-] (N-Boc-2-azidoethylamine). Reagents/catalysts: O.O.O.O.O.S(=O)(=O)([O-])[O-].[Cu+2] (copper(II) sulfate pentahydrate), O.O.O.O.O.S(=O)(=O)([O-])[O-].[Cu+2] (copper(II) sulfate pentahydrate). Run in CS(=O)C (DMSO), O (water), CCOC(=O)C (EtOAc), O (water). Run at time 12 hour. Yields the product C(C)(C)(C)OC(=O)NCCN1N=NC(=C1)C[C@H]1N(C([C@H]1N(C(OCC1=CC=CC=C1)=O)CC1=CC=C(C=C1)OC)=O)CC1=C(C=C(C=C1)OC)OC (Benzyl ((2R,3S)-2-((1-(2-((tert-butoxycarbonyl)amino)ethyl)-1H-1,2,3-triazol-4-yl)methyl)-1-(2,4-dimethoxybenzyl)-4-oxoazetidin-3-yl)(4-methoxybenzyl)carbamate). The yield is 44.5%. As a reaction SMILES: [CH3:1][O:2][C:3]1[CH:37]=[C:36]([O:38][CH3:39])[CH:35]=[CH:34][C:4]=1[CH2:5][N:6]1[C@H:9]([CH2:10][C:11]#[CH:12])[C@H:8]([N:13]([CH2:24][C:25]2[CH:30]=[CH:29][C:28]([O:31][CH3:32])=[CH:27][CH:26]=2)[C:14](=[O:23])[O:15][CH2:16][C:17]2[CH:22]=[CH:21][CH:20]=[CH:19][CH:18]=2)[C:7]1=[O:33].C(O)(C)(C)C.O=C1O[C@H]([C@H](CO)O)C([O-])=C1O.[Na+].[C:58]([NH:65][CH2:66][CH2:67][N:68]=[N+:69]=[N-:70])([O:60][C:61]([CH3:64])([CH3:63])[CH3:62])=[O:59]>CS(C)=O.CCOC(C)=O.O.O.O.O.O.O.S([O-])([O-])(=O)=O.[Cu+2]>[C:61]([O:60][C:58]([NH:65][CH2:66][CH2:67][N:68]1[CH:12]=[C:11]([CH2:10][C@@H:9]2[C@H:8]([N:13]([CH2:24][C:25]3[CH:26]=[CH:27][C:28]([O:31][CH3:32])=[CH:29][CH:30]=3)[C:14](=[O:23])[O:15][CH2:16][C:17]3[CH:22]=[CH:21][CH:20]=[CH:19][CH:18]=3)[C:7](=[O:33])[N:6]2[CH2:5][C:4]2[CH:34]=[CH:35][C:36]([O:38][CH3:39])=[CH:37][C:3]=2[O:2][CH3:1])[N:70]=[N:69]1)=[O:59])([CH3:64])([CH3:62])[CH3:63] |f:2.3,8.9.10.11.12.13.14|. Procedure: To a solution of benzyl ((3S,4R)-1-(2,4-dimethoxybenzyl)-2-oxo-4-(prop-2-yn-1-yl)azetidin-3-yl)(4-methoxybenzyl)carbamate (95.6 mg, 0.18 mmol) in a mixture of DMSO (1.2 mL), tert-butanol (1.2 mL) and water (1.2 mL), was added copper(II) sulfate pentahydrate (4.5 mg, 0.018 mmol), sodium L-ascorbate (35.8 mg, 0.18 mmol) and N-Boc-2-azidoethylamine (76 mg, 0.39 mmol). After stirring for 12 h, more copper(II) sulfate pentahydrate (10.6 mg, 0.23 equiv), sodium L-ascorbate (37.4 mg, 1.04 equiv) and N-... Starting materials: NC1=C(C(=O)NC)C=C(C=C1)F (2-amino-5-fluoro-N-methylbenzamide), NC1=C2C(C(=CNC2=C(C=C1)[C@H]1CC[C@H](CC1)C(=O)OCC)C)=O (ethyl cis-4-(5-amino-3-methyl-4-oxo-1,4-dihydroquinolin-8-yl)cyclohexanecarboxylate), ( 100/40 ), ClC1=NC(=NC=C1C(F)(F)F)NC1=C(C=C(CP(OCC)(OCC)=O)C=C1)OC (diethyl (4-{[4-chloro-5-(trifluoromethyl)pyrimidin-2-yl]amino}-3-methoxybenzyl)phosphonate), NC1=C2C(C(=CNC2=C(C=C1)[C@H]1CC[C@H](CC1)C(=O)OCC)C)=O (ethyl cis-4-(5-amino-3-methyl-4-oxo-1,4-dihydroquinolin-8-yl)cyclohexanecarboxylate). The product is C(C)OP(=O)(OCC)CC1=CC(=C(C=C1)NC1=NC=C(C(=N1)NC1=C2C(C(=CNC2=C(C=C1)[C@H]1CC[C@H](CC1)C(=O)OCC)C)=O)C(F)(F)F)OC (Ethyl cis-4-(5-{[2-({4-[(diethoxyphosphoryl)methyl]-2-methoxyphenyl}amino)-5-(trifluoromethyl)pyrimidin-4-yl]amino}-3-methyl-4-oxo-1,4-dihydroquinolin-8-yl)cyclohexanecarboxylate). As a reaction SMILES: NC1C=CC(F)=CC=1C(NC)=O.Cl[C:14]1[C:19]([C:20]([F:23])([F:22])[F:21])=[CH:18][N:17]=[C:16]([NH:24][C:25]2[CH:39]=[CH:38][C:28]([CH2:29][P:30](=[O:37])([O:34][CH2:35][CH3:36])[O:31][CH2:32][CH3:33])=[CH:27][C:26]=2[O:40][CH3:41])[N:15]=1.[NH2:42][C:43]1[CH:52]=[CH:51][C:50]([C@@H:53]2[CH2:58][CH2:57][C@H:56]([C:59]([O:61][CH2:62][CH3:63])=[O:60])[CH2:55][CH2:54]2)=[C:49]2[C:44]=1[C:45](=[O:65])[C:46]([CH3:64])=[CH:47][NH:48]2>>[CH2:32]([O:31][P:30]([CH2:29][C:28]1[CH:38]=[CH:39][C:25]([NH:24][C:16]2[N:15]=[C:14]([NH:42][C:43]3[CH:52]=[CH:51][C:50]([C@@H:53]4[CH2:54][CH2:55][C@H:56]([C:59]([O:61][CH2:62][CH3:63])=[O:60])[CH2:57][CH2:58]4)=[C:49]4[C:44]=3[C:45](=[O:65])[C:46]([CH3:64])=[CH:47][NH:48]4)[C:19]([C:20]([F:23])([F:22])[F:21])=[CH:18][N:17]=2)=[C:26]([O:40][CH3:41])[CH:27]=1)([O:34][CH2:35][CH3:36])=[O:37])[CH3:33]. Procedure details: The title compound was prepared according to Compound 102A using diethyl (4-{[4-chloro-5-(trifluoromethyl)pyrimidin-2-yl]amino}-3-methoxybenzyl)phosphonate (94.83 mg, 0.18 mmol) and ethyl cis-4-(5-amino-3-methyl-4-oxo-1,4-dihydroquinolin-8-yl)cyclohexanecarboxylate (Compound 304B, 70.0 mg, 0.213 mmol). 1H NMR (400 MHz, MeOD) δ ppm 8.57 (br. s., 1H), 8.32 (s, 1H), 7.82-7.88 (m, 2H), 7.48 (d, J=8.6 Hz, 1H), 7.09 (d, J=3.8 Hz, 1H), 6.96 (dt, J=8.1, 2.2 Hz, 1H), 4.16 (q, J=7.2 Hz, 2H), 4.05-4.13 (m,... The reactants are solution, I(=O)(=O)(=O)[O-].[Na+] (sodium periodate), FC1=CC2=C(C3=NC(=CN3CCO2)C=2N(N=C(N2)C)C(C)C)C=C1C=C (8-fluoro-2-(2-isopropyl-5-methyl-2H-[1,2,4]triazol-3-yl)-9-vinyl-4,5-dihydro-6-oxa-1,3a-diazabenzo[e]azulene), CC(=O)C.O (acetone water). Reagents/catalysts: [Os](=O)(=O)(=O)=O (Osmium tetraoxide). Run in CC(C)(C)O (tBuOH), CCOC(=O)C (EtOAc). Conditions: time 24 hour. Product: FC1=CC2=C(C3=NC(=CN3CCO2)C=2N(N=C(N2)C)C(C)C)C=C1C=O (8-Fluoro-2-(2-isopropyl-5-methyl-2H-[1,2,4]triazol-3-yl)-4,5-dihydro-6-oxa-1,3a-diazabenzo[e]azulene-9-carbaldehyde). The yield is 96.0%. As a reaction SMILES: I([O-])(=O)(=O)=O.[Na+].[F:7][C:8]1[C:30]([CH:31]=C)=[CH:29][C:11]2[C:12]3[N:16]([CH2:17][CH2:18][O:19][C:10]=2[CH:9]=1)[CH:15]=[C:14]([C:20]1[N:21]([CH:26]([CH3:28])[CH3:27])[N:22]=[C:23]([CH3:25])[N:24]=1)[N:13]=3.CC(C)=[O:35].O>CC(O)(C)C.CCOC(C)=O.[Os](=O)(=O)(=O)=O>[F:7][C:8]1[C:30]([CH:31]=[O:35])=[CH:29][C:11]2[C:12]3[N:16]([CH2:17][CH2:18][O:19][C:10]=2[CH:9]=1)[CH:15]=[C:14]([C:20]1[N:21]([CH:26]([CH3:28])[CH3:27])[N:22]=[C:23]([CH3:25])[N:24]=1)[N:13]=3 |f:0.1,3.4|. Procedure: Osmium tetraoxide (1.8 mL of a 2.5% solution in tBuOH) and sodium periodate (1.51 g, 7.08 mmol) were added to a solution of 8-fluoro-2-(2-isopropyl-5-methyl-2H-[1,2,4]triazol-3-yl)-9-vinyl-4,5-dihydro-6-oxa-1,3a-diazabenzo[e]azulene (1.0 g, 2.83 mmol) in an acetone-water mixture (5:1, 60 mL). The reaction mixture was stirred vigorously for 24 h at RT. The mixture was diluted with EtOAc (100 mL), washed with water and brine, dried (Na2SO4) and concentrated in vacuo to give the title compound (968...